Task: describe an organic reaction: reactants, conditions, products, and yield. Dataset: the Open Reaction Database (ORD), a public repository of structured organic reaction records Starting materials: CCOCC (ether), Cl (HCl), CCOCC (ether), C(CC)OC(NC[C@H]1CN(CC1)C1=NC(=NC2=CC(=CC=C12)C)C1=C(C=CC=C1)O)=O (propyl((S)-1-(2-(2-hydroxyphenyl)-7-methylquinazolin-4-yl)pyrrolidin-3-yl)methylcarbamate), C(Cl)Cl (CH2Cl2). Reaction conditions: time 10 minute. Yields the product Cl.C(CC)N(C(O)=O)C[C@@H]1CN(CC1)C1=NC(=NC2=CC(=CC=C12)C)C1=C(C=CC=C1)O (propyl((S)-1-(2-(2-hydroxyphenyl)-7-methylquinazolin-4-yl)pyrrolidin-3-yl)methylcarbamate hydrochloride). Isolated yield 88.0%. RXN SMILES: C([O:4][C:5](=[O:31])[NH:6][CH2:7][C@@H:8]1[CH2:12][CH2:11][N:10]([C:13]2[C:22]3[C:17](=[CH:18][C:19]([CH3:23])=[CH:20][CH:21]=3)[N:16]=[C:15]([C:24]3[CH:29]=[CH:28][CH:27]=[CH:26][C:25]=3[OH:30])[N:14]=2)[CH2:9]1)CC.Cl.CCO[CH2:36][CH3:37].[CH2:38](Cl)[Cl:39]>>[ClH:39].[CH2:38]([N:6]([CH2:7][C@H:8]1[CH2:12][CH2:11][N:10]([C:13]2[C:22]3[C:17](=[CH:18][C:19]([CH3:23])=[CH:20][CH:21]=3)[N:16]=[C:15]([C:24]3[CH:29]=[CH:28][CH:27]=[CH:26][C:25]=3[OH:30])[N:14]=2)[CH2:9]1)[C:5](=[O:31])[OH:4])[CH2:36][CH3:37] |f:4.5|. Procedure: A solution of propyl((S)-1-(2-(2-hydroxyphenyl)-7-methylquinazolin-4-yl)pyrrolidin-3-yl)methylcarbamate (232 mg, 0.552 mmol) in CH2Cl2 (2 mL) was stirred under an N2 atmosphere. A 2.0 M HCl solution in ether (0.276 mL, 0.552 mmol) was added dropwise to this solution. After 10 minutes, ether (8 mL) was added until a precipitate formed, which was filtered and dried to obtain propyl((S)-1-(2-(2-hydroxyphenyl)-7-methylquinazolin-4-yl)pyrrolidin-3-yl)methylcarbamate hydrochloride (223 mg, 88%). LC/MS... The reactants are C(C1=CC=CC=C1)N1CCOC2=C(C1)C=CC(=C2C2=COC=C2)F (4-benzyl-8-fluoro-9-furan-3-yl-2,3,4,5-tetrahydro-1,4-benzoxazepine), ClC(=O)OC(C)Cl (1-chloroethyl chloroformate). Solvent: C1(=CC=CC=C1)C (toluene). Product: Cl.FC1=C(C2=C(CNCCO2)C=C1)C1=COC=C1 (8-fluoro-9-furan-3-yl-2,3,4,5-tetrahydro-1,4-benzoxazepine hydrochloride). Yield: 32.1%. Reaction SMILES: C([N:8]1[CH2:14][C:13]2[CH:15]=[CH:16][C:17]([F:24])=[C:18]([C:19]3[CH:23]=[CH:22][O:21][CH:20]=3)[C:12]=2[O:11][CH2:10][CH2:9]1)C1C=CC=CC=1.[Cl:25]C(OC(Cl)C)=O>C1(C)C=CC=CC=1>[ClH:25].[F:24][C:17]1[CH:16]=[CH:15][C:13]2[CH2:14][NH:8][CH2:9][CH2:10][O:11][C:12]=2[C:18]=1[C:19]1[CH:23]=[CH:22][O:21][CH:20]=1 |f:3.4|. Procedure details: A solution of 4-benzyl-8-fluoro-9-furan-3-yl-2,3,4,5-tetrahydro-1,4-benzoxazepine (104 mg, 0.323 mmol), 1-chloroethyl chloroformate (0.0418 ml, 0.387 mmol) in toluene (2 ml) was stirred at 90° C. for 2 hr, and the solvent was evaporated under reduced pressure. Water and 1N sodium hydroxide were added to the residue, and the mixture was extracted with ethyl acetate. The extract was washed with water and brine, and dried over anhydrous sodium sulfate. The solvent was evaporated under reduced press... Starting materials: ClC(=C)CCl (2,3-dichloropropene), Cl (hydrochloric acid), ClC1=CC=C(CC(C#N)C#N)C=C1 ((4-chlorobenzyl)malononitrile), [H-].[Na+] (sodium hydride), [H][H] (hydrogen). Solvent: CN(C=O)C (N,N-dimethylformamide). Product: ClC1=CC=C(CC(C#N)(C#N)CC(=C)Cl)C=C1 (2-(4-chlorobenzyl)-2-(2-chloro-2-propenyl)malononitrile). Yield: 27.0%. Reaction SMILES: [Cl:1][C:2]1[CH:13]=[CH:12][C:5]([CH2:6][CH:7]([C:10]#[N:11])[C:8]#[N:9])=[CH:4][CH:3]=1.[H-].[Na+].[H][H].[Cl:18][C:19]([CH2:21]Cl)=[CH2:20].Cl>CN(C)C=O>[Cl:1][C:2]1[CH:3]=[CH:4][C:5]([CH2:6][C:7]([CH2:21][C:19]([Cl:18])=[CH2:20])([C:8]#[N:9])[C:10]#[N:11])=[CH:12][CH:13]=1 |f:1.2|. Reported procedure: First, 0.50 g of (4-chlorobenzyl)malononitrile was dissolved in 10 ml of N,N-dimethylformamide, to which 0.16 g of sodium hydride (60% in oil) was added under ice cooling. After the evolution of hydrogen gas ceased, while stirring under ice cooling, 0.48 ml of 2,3-dichloropropene was added dropwise, followed by stirring at room temperature for 5 hours. Then, 10% hydrochloric acid was added to the reaction mixture, which was extracted with diethyl ether. The organic layer was successively washed ... Reactants: CCCCCCC (heptane), N1=CC=CC=C1.F (hydrogen fluoride pyridine), O1C[C@H]1CCCCCC ((R)-1,2-epoxyoctane), O (water). Run in CCOCC (ether). Run at time 1 hour. The product is F[C@H](CO)CCCCCC ((S)-2-fluorooctane-1-ol). As a reaction SMILES: N1C=CC=CC=1.[FH:7].[O:8]1[C@H:10]([CH2:11][CH2:12][CH2:13][CH2:14][CH2:15][CH3:16])[CH2:9]1.O.CCCCCCC>CCOCC>[F:7][C@@H:10]([CH2:11][CH2:12][CH2:13][CH2:14][CH2:15][CH3:16])[CH2:9][OH:8] |f:0.1|. Procedure: To 30 ml of hydrogen fluoride pyridine solution which was cooled with ice, 8.5 g of (R)-1,2-epoxyoctane in 20 ml of ether was added dropwise. The mixture was stirred for one hour at the same temperature and brought to room temperature. 100 ml of water was added to the mixture. After extracting it with 50 ml of ether twice, the obtained organic layer was washed with an alkali solution and then with water, dried over magnesium sulfate and concentrated. The concentrate was distilled under reduced p... Starting materials: CCN=C=NCCCN(C)C, CS(=O)(=O)c1ccc(Oc2ccc3[nH]c(C4=NCC(CC(=O)O)S4)cc3c2)cn1, CN(C)C=O, Cl, NCC(F)(F)F, O, O, On1nnc2ccccc21. Yields the product CS(=O)(=O)c1ccc(Oc2ccc3[nH]c(C4=NCC(CC(=O)NCC(F)(F)F)S4)cc3c2)cn1. RXN SMILES: [CH2:42]([N:43]=[C:44]=[N:45][CH2:46][CH2:47][CH2:48][N:49]([CH3:50])[CH3:51])[CH3:52].[CH3:1][S:2](=[O:3])(=[O:4])[c:5]1[cH:6][cH:7][c:8]([O:11][c:12]2[cH:13][c:14]3[cH:15][c:16]([C:21]4=[N:25][CH2:24][CH:23]([CH2:26][C:27](=[O:28])[OH:29])[S:22]4)[nH:17][c:18]3[cH:19][cH:20]2)[cH:9][n:10]1.[CH3:59][N:60]([CH3:61])[CH:62]=[O:63].[ClH:41].[F:53][C:54]([CH2:55][NH2:56])([F:57])[F:58].[OH2:30].[OH2:64].[OH:31][n:32]1[c:33]2[cH:34][cH:35][cH:36][cH:37][c:38]2[n:39][n:40]1>>[CH3:1][S:2](=[O:3])(=[O:4])[c:5]1[cH:6][cH:7][c:8]([O:11][c:12]2[cH:13][c:14]3[cH:15][c:16]([C:21]4=[N:25][CH2:24][CH:23]([CH2:26][C:27](=[O:29])[NH:56][CH2:55][C:54]([F:53])([F:57])[F:58])[S:22]4)[nH:17][c:18]3[cH:19][cH:20]2)[cH:9][n:10]1. Starting materials: Cc1oc(=O)oc1CBr, N#Cc1c(N2CC3CCCNC3C2)c(F)cc2c(=O)c(C(=O)O)cn(C3CC3)c12, O=C([O-])O, CN(C)C=O, [K+]. The product is Cc1oc(=O)oc1CN1CCCC2CN(c3c(F)cc4c(=O)c(C(=O)O)cn(C5CC5)c4c3C#N)CC21. Reaction SMILES: [Br:30][CH2:31][c:32]1[o:33][c:34](=[O:38])[o:35][c:36]1[CH3:37].[C:1](#[N:2])[c:3]1[c:4]([N:21]2[CH2:22][CH:23]3[CH2:24][CH2:25][CH2:26][NH:27][CH:28]3[CH2:29]2)[c:5]([F:20])[cH:6][c:7]2[c:8](=[O:19])[c:9]([C:16](=[O:17])[OH:18])[cH:10][n:11]([CH:13]3[CH2:14][CH2:15]3)[c:12]12.[C:39](=[O:40])([OH:41])[O-:42].[CH3:44][N:45]([CH3:46])[CH:47]=[O:48].[K+:43]>>[C:1](#[N:2])[c:3]1[c:4]([N:21]2[CH2:22][CH:23]3[CH2:24][CH2:25][CH2:26][N:27]([CH2:31][c:32]4[o:33][c:34](=[O:38])[o:35][c:36]4[CH3:37])[CH:28]3[CH2:29]2)[c:5]([F:20])[cH:6][c:7]2[c:8](=[O:19])[c:9]([C:16](=[O:17])[OH:18])[cH:10][n:11]([CH:13]3[CH2:14][CH2:15]3)[c:12]12. Starting materials: C(C)(=O)O (acetic acid), C1CCOC1 (THF), C1CCOC1 (THF), acetates, C1CCOC1 (THF). Yields the product C(C)(=O)OC(C)=O (acetic anhydride), C(C)(=O)[O-] (acetate). RXN SMILES: [C:1]([OH:4])(=[O:3])[CH3:2].C1C[O:8][CH2:7][CH2:6]1>>[C:1]([O:4][C:7](=[O:8])[CH3:6])(=[O:3])[CH3:2].[C:1]([O-:4])(=[O:3])[CH3:2]. Procedure: The particularly preferred PTHF acetates or THF copolymer acetates may be worked up by methods known per se. For example, after distillative removal of unconverted THF and any acetic anhydride, acetic acid and comonomer, the PTHF acetate or THF copolymer acetate obtained is transesterified under base catalysis with methanol to give PTHF or THF copolymer and methyl acetate. Reactants: C1=NC(=CC=2C3=CC=CC=C3NC12)C(=O)O (β-carbolin-3-carboxylic acid), S(=O)(Cl)Cl (thionyl chloride). Solvent: CN(C=O)C (dimethylformamide). Reaction conditions: time 8 hour. Product: C(C)N(C(=O)C=1N=CC=2NC3=CC=CC=C3C2C1)CC (β-carbolin-3-carboxylic acid diethylamide). As a reaction SMILES: [CH:1]1[C:13]2[NH:12][C:11]3[C:6](=[CH:7][CH:8]=[CH:9][CH:10]=3)[C:5]=2[CH:4]=[C:3]([C:14]([OH:16])=O)[N:2]=1.S(Cl)(Cl)=O>CN(C)C=O>[CH2:1]([N:2]([CH2:3][CH3:4])[C:14]([C:3]1[N:2]=[CH:1][C:13]2[NH:12][C:11]3[C:6]([C:5]=2[CH:4]=1)=[CH:7][CH:8]=[CH:9][CH:10]=3)=[O:16])[CH3:13]. Procedure details: A mixture of 2 g of β-carbolin-3-carboxylic acid, 20 ml of thionyl chloride and 2 ml of dimethylformamide is boiled under reflux for 1 hour. The excess thionyl chloride is removed by distillation under reduced pressure. 20 ml of diethylamine is added under cooling to a suspension of the residue in 20 ml of triethylamine and the mixture is concentrated under reduced pressure. The residue is treated with aqueous ammonia (pH 8.5) and the mixture thus obtained is extracted with chloroform (6×25 ml).... Reactants: Cc1cc2ccc(Cl)c(C)c2nc1Cl, [Na], CN(C)C=O, O, c1nc[nH]n1. Yields the product Cc1cc2ccc(Cl)c(C)c2nc1-n1cncn1. As a reaction SMILES: [Cl:1][c:2]1[n:3][c:4]2[c:5]([CH3:14])[c:6]([Cl:13])[cH:7][cH:8][c:9]2[cH:10][c:11]1[CH3:12].[Na:15].[O:21]=[CH:22][N:23]([CH3:24])[CH3:25].[OH2:26].[nH:16]1[n:17][cH:18][n:19][cH:20]1>>[c:2]1(-[n:16]2[n:17][cH:18][n:19][cH:20]2)[n:3][c:4]2[c:5]([CH3:14])[c:6]([Cl:13])[cH:7][cH:8][c:9]2[cH:10][c:11]1[CH3:12].